This data is from the Open Reaction Database (ORD), a public repository of structured organic reaction records. The task is: describe an organic reaction: reactants, conditions, products, and yield Reactants: O=C(O)c1ccc(Br)cn1, O=C([O-])[O-], CC1(C)OB(C2=CCCC2)OC1(C)C, [Cs+], [Cs+], CN(C)C=O, O. The product is O=C(O)c1ccc(C2=CCCC2)cn1. RXN SMILES: [Br:1][c:2]1[cH:3][cH:4][c:5]([C:8](=[O:9])[OH:10])[n:6][cH:7]1.[C:11](=[O:12])([O-:13])[O-:14].[C:17]1([B:22]2[O:23][C:24]([CH3:25])([CH3:26])[C:27]([CH3:28])([CH3:29])[O:30]2)=[CH:18][CH2:19][CH2:20][CH2:21]1.[Cs+:15].[Cs+:16].[O:31]=[CH:32][N:33]([CH3:34])[CH3:35].[OH2:36]>>[c:2]1([C:17]2=[CH:18][CH2:19][CH2:20][CH2:21]2)[cH:3][cH:4][c:5]([C:8](=[O:9])[OH:10])[n:6][cH:7]1.